The task is: describe an organic reaction: reactants, conditions, products, and yield. This data is from the Open Reaction Database (ORD), a public repository of structured organic reaction records. Starting materials: O (Water), C1(=CC=CC=C1)CCCN1C[C@@H](CCC1)NC=1N=CC(=NC1)/C=C/C(=O)O ((2E)-3-[5-({(3R)-1-[3-phenylpropyl]- 3-piperidinyl}amino)-2-pyrazinyl] acrylic acid), O1C(CCCC1)ON (O-(tetrahydro-2H-pyran-2-yl)hydroxylamine), C=1C=CC2=C(C1)N=NN2O (HOBT). Run in ClCCl (dichloromethane). Reaction conditions: time 17 hour. Yields the product C1(=CC=CC=C1)CCCN1C[C@@H](CCC1)NC=1N=CC(=NC1)/C=C/C(=O)NOC1OCCCC1 ((2E)-3-[5-({(3R)-1-[3-phenylpropyl]-3-piperidinyl}amino)-2-pyrazinyl]-N-(tetrahydro-2H-pyran-2-yloxy)acrylamide). Isolated yield 63.2%. RXN SMILES: [C:1]1([CH2:7][CH2:8][CH2:9][N:10]2[CH2:15][CH2:14][CH2:13][C@@H:12]([NH:16][C:17]3[N:18]=[CH:19][C:20](/[CH:23]=[CH:24]/[C:25]([OH:27])=O)=[N:21][CH:22]=3)[CH2:11]2)[CH:6]=[CH:5][CH:4]=[CH:3][CH:2]=1.[O:28]1[CH2:33][CH2:32][CH2:31][CH2:30][CH:29]1[O:34][NH2:35].C1C=CC2N(O)N=NC=2C=1.O>ClCCl>[C:1]1([CH2:7][CH2:8][CH2:9][N:10]2[CH2:15][CH2:14][CH2:13][C@@H:12]([NH:16][C:17]3[N:18]=[CH:19][C:20](/[CH:23]=[CH:24]/[C:25]([NH:35][O:34][CH:29]4[CH2:30][CH2:31][CH2:32][CH2:33][O:28]4)=[O:27])=[N:21][CH:22]=3)[CH2:11]2)[CH:2]=[CH:3][CH:4]=[CH:5][CH:6]=1. Procedure: To a mixture of crude (2E)-3-[5-({(3R)-1-[3-phenylpropyl]- 3-piperidinyl}amino)-2-pyrazinyl] acrylic acid (345 mg), O-(tetrahydro-2H-pyran-2-yl)hydroxylamine (166 mg), and HOBT in dichloromethane (8.6 mL) was added WSCD (271 mg), which was stirred at room temperature for 17 hours. Water was added to the resultant. The organic layer was extracted and dried over Na2SO4, filtered, and evaporated in vacuo. The residue was purified by column chromatography on silica gel [chromatorexNH, 5 g, hexane:Ac... The reactants are NC=1C=C(OCC(=O)N)C=CC1 (3-aminophenoxyacetamide), [H-].[Al+3].[Li+].[H-].[H-].[H-] (lithium aluminum hydride), CCOCC (ether), [H-] (hydride), product. Run in O (water). Product: NC=1C=C(OCCN)C=CC1 (2-(3-Aminophenoxy)ethylamine). As a reaction SMILES: [NH2:1][C:2]1[CH:3]=[C:4]([CH:10]=[CH:11][CH:12]=1)[O:5][CH2:6][C:7]([NH2:9])=O.[H-].[Al+3].[Li+].[H-].[H-].[H-].CCOCC.[H-]>O>[NH2:1][C:2]1[CH:3]=[C:4]([CH:10]=[CH:11][CH:12]=1)[O:5][CH2:6][CH2:7][NH2:9] |f:1.2.3.4.5.6|. Reported procedure: A mixture of 3-aminophenoxyacetamide (10.0 g., 0.05 M), lithium aluminum hydride (6.8 g., 0.18 M) and ether (250 ml.) is refluxed under dry nitrogen for four days. It is then cooled to room temperature and water slowly added to decompose unreacted hydride. The precipitated salts are removed by filtration and the filtrate concentrated to an oil under reduced pressure. The crude oil is chromatographed on silica gel using 20% methanol/ethyl acetate as eluting agent. Concentration of appropriate fra... Procedure details: The title compound, white solid (9.7 mg, 31.9%), MS (ISP) m/z=435.4 [(M+H)+], was prepared in accordance with the general method of example 1 from Trans-4-[2-(4-Benzo[1,3]dioxol-4-yl-piperidin-1-yl)-ethyl]-cyclohexylamine hydrochloride (intermediate A) (25.7 mg, 0.070 mmol) and 2,2-difluorocyclopropanecarboxylic acid RXN SMILES: Cl.[O:2]1[C:6]2[CH:7]=[CH:8][CH:9]=[C:10]([CH:11]3[CH2:16][CH2:15][N:14]([CH2:17][CH2:18][C@H:19]4[CH2:24][CH2:23][C@H:22]([NH2:25])[CH2:21][CH2:20]4)[CH2:13][CH2:12]3)[C:5]=2[O:4][CH2:3]1.[F:26][C:27]1([F:33])[CH2:29][CH:28]1[C:30](O)=[O:31]>>[O:2]1[C:6]2[CH:7]=[CH:8][CH:9]=[C:10]([CH:11]3[CH2:16][CH2:15][N:14]([CH2:17][CH2:18][C@H:19]4[CH2:20][CH2:21][C@H:22]([NH:25][C:30]([CH:28]5[CH2:29][C:27]5([F:33])[F:26])=[O:31])[CH2:23][CH2:24]4)[CH2:13][CH2:12]3)[C:5]=2[O:4][CH2:3]1 |f:0.1|. Yields the product O1COC2=C1C=CC=C2C2CCN(CC2)CC[C@@H]2CC[C@H](CC2)NC(=O)C2C(C2)(F)F (Trans-2,2-Difluoro-cyclopropanecarboxylic acid {4-[2-(4-benzo[1,3]dioxol-4-yl-piperidin-1-yl)-ethyl]-cyclohexyl}-amide). Reactants: solid, Cl.O1COC2=C1C=CC=C2C2CCN(CC2)CC[C@@H]2CC[C@H](CC2)N (Trans-4-[2-(4-Benzo[1,3]dioxol-4-yl-piperidin-1-yl)-ethyl]-cyclohexylamine hydrochloride), Cl.O1COC2=C1C=CC=C2C2CCN(CC2)CC[C@@H]2CC[C@H](CC2)N (Trans-4-[2-(4-Benzo[1,3]dioxol-4-yl-piperidin-1-yl)-ethyl]-cyclohexylamine hydrochloride), FC1(C(C1)C(=O)O)F (2,2-difluorocyclopropanecarboxylic acid). Reactants: [BH4-], CCO, ClCCl, CCOC(=O)c1ccnc(Cl)c1, [Na+]. Yields the product OCc1ccnc(Cl)c1. As a reaction SMILES: [BH4-:1].[CH3:15][CH2:16][OH:17].[Cl:18][CH2:19][Cl:20].[Cl:3][c:4]1[n:5][cH:6][cH:7][c:8]([C:10](=[O:11])[O:12][CH2:13][CH3:14])[cH:9]1.[Na+:2]>>[Cl:3][c:4]1[n:5][cH:6][cH:7][c:8]([CH2:10][OH:11])[cH:9]1. Starting materials: COc1cc2nc(N3CCC(Nc4ccc(C(=O)OC(C)(C)C)cc4)CC3)nc(OC)c2cc1OC, O=C(O)C(F)(F)F. The product is COc1cc2nc(N3CCC(Nc4ccc(C(=O)O)cc4)CC3)nc(OC)c2cc1OC. As a reaction SMILES: [C:1]([CH3:2])([CH3:3])([CH3:4])[O:5][C:6]([c:7]1[cH:8][cH:9][c:10]([NH:13][CH:14]2[CH2:15][CH2:16][N:17]([c:20]3[n:21][c:22]4[cH:23][c:24]([O:34][CH3:35])[c:25]([O:32][CH3:33])[cH:26][c:27]4[c:28]([O:30][CH3:31])[n:29]3)[CH2:18][CH2:19]2)[cH:11][cH:12]1)=[O:36].[OH:37][C:38]([C:39]([F:40])([F:41])[F:42])=[O:43]>>[O:5]=[C:6]([c:7]1[cH:8][cH:9][c:10]([NH:13][CH:14]2[CH2:15][CH2:16][N:17]([c:20]3[n:21][c:22]4[cH:23][c:24]([O:34][CH3:35])[c:25]([O:32][CH3:33])[cH:26][c:27]4[c:28]([O:30][CH3:31])[n:29]3)[CH2:18][CH2:19]2)[cH:11][cH:12]1)[OH:36]. Starting materials: ( 68 ), OC1=C(C=O)C=CC(=C1)O (2,4-dihydroxybenzaldehyde), C(CCC)OC1=CC=C(C=C1)CC(=O)O (4-butoxyphenylacetic acid), ice water. Run in C(C)(=O)OC(C)=O (acetic anhydride), C(C)N(CC)CC (triethylamine). The product is C(CCC)OC1=CC=C(C=C1)C=1C(OC2=CC(=CC=C2C1)O)=O (3-(4-butoxyphenyl)-7-hydroxychromen-2-one). As a reaction SMILES: [CH2:1]([O:5][C:6]1[CH:11]=[CH:10][C:9]([CH2:12][C:13]([OH:15])=[O:14])=[CH:8][CH:7]=1)[CH2:2][CH2:3][CH3:4].O[C:17]1[CH:24]=[C:23]([OH:25])[CH:22]=[CH:21][C:18]=1[CH:19]=O>C(OC(=O)C)(=O)C.C(N(CC)CC)C>[CH2:1]([O:5][C:6]1[CH:7]=[CH:8][C:9]([C:12]2[C:13](=[O:15])[O:14][C:21]3[C:18]([CH:19]=2)=[CH:17][CH:24]=[C:23]([OH:25])[CH:22]=3)=[CH:10][CH:11]=1)[CH2:2][CH2:3][CH3:4]. Reported procedure: 89.5 g (0.43 mol) of 4-butoxyphenylacetic acid (prepared by the method of McElvain, Carney; J. Am. Chem. Soc. 1946 (68), 2592-2599) and 30.0 g (0.22 mol) of 2,4-dihydroxybenzaldehyde are heated at 120° C. for 5 h in 100 ml of acetic anhydride and 120 ml of triethylamine. The still-hot solution is subsequently added to 3 l of ice-water, and the precipitated product is filtered off with suction and suspended in 1 l of water and 1.4 l of ethanol. After dropwise addition of 190 ml of conc. sulfuric ... The reactants are [BH4-], C=CC(NC(=O)OC(C)(C)C)(c1cccc(Br)c1)C(F)F, CO, ClCCl, Cl, [Na+], [Na+], O=C([O-])O. Product: CC(C)(C)OC(=O)NC(CO)(c1cccc(Br)c1)C(F)F. Reaction SMILES: [BH4-:27].[C:1]([CH3:2])([CH3:3])([CH3:4])[O:5][C:6]([NH:7][C:8]([CH:9]=[CH2:10])([CH:11]([F:12])[F:13])[c:14]1[cH:15][c:16]([Br:20])[cH:17][cH:18][cH:19]1)=[O:21].[CH3:33][OH:34].[Cl:30][CH2:31][Cl:32].[ClH:29].[Na+:26].[Na+:28].[O-:22][C:23]([OH:24])=[O:25]>>[C:1]([CH3:2])([CH3:3])([CH3:4])[O:5][C:6]([NH:7][C:8]([CH2:9][OH:22])([CH:11]([F:12])[F:13])[c:14]1[cH:15][c:16]([Br:20])[cH:17][cH:18][cH:19]1)=[O:21]. Starting materials: CN1C=NC=C1 (N-methylimidazole), COC=1C=C(C=CC1OC)NC=1C2=C(N=C(N1)C=1C=C(C(=O)O)C=CC1)SC=N2 (3-(7-(3,4-dimethoxyphenylamino)thiazolo[5,4-d]pyrimidin-5-yl)benzoic acid), N1N=CC2=CC=C(C=C12)N (1H-indazol-6-amine), CCN=C=NCCCN(C)C (EDCI). Run in C(Cl)Cl (DCM). Run at time 16 hour. Product: COC=1C=C(C=CC1OC)NC=1C2=C(N=C(N1)C=1C=C(C(=O)NC3=CC=C4C=NNC4=C3)C=CC1)SC=N2 (3-(7-(3,4-dimethoxyphenylamino)thiazolo[5,4-d]pyrimidin-5-yl)-N-(1H-indazol-6-yl)benzamide). Yield: 28.6%. RXN SMILES: [CH3:1][O:2][C:3]1[CH:4]=[C:5]([NH:11][C:12]2[C:13]3[N:29]=[CH:28][S:27][C:14]=3[N:15]=[C:16]([C:18]3[CH:19]=[C:20]([CH:24]=[CH:25][CH:26]=3)[C:21]([OH:23])=O)[N:17]=2)[CH:6]=[CH:7][C:8]=1[O:9][CH3:10].[NH:30]1[C:38]2[C:33](=[CH:34][CH:35]=[C:36]([NH2:39])[CH:37]=2)[CH:32]=[N:31]1.CCN=C=NCCCN(C)C.CN1C=CN=C1>C(Cl)Cl>[CH3:1][O:2][C:3]1[CH:4]=[C:5]([NH:11][C:12]2[C:13]3[N:29]=[CH:28][S:27][C:14]=3[N:15]=[C:16]([C:18]3[CH:19]=[C:20]([CH:24]=[CH:25][CH:26]=3)[C:21]([NH:39][C:36]3[CH:37]=[C:38]4[C:33]([CH:32]=[N:31][NH:30]4)=[CH:34][CH:35]=3)=[O:23])[N:17]=2)[CH:6]=[CH:7][C:8]=1[O:9][CH3:10]. Procedure details: To a mixture of 3-(7-(3,4-dimethoxyphenylamino)thiazolo[5,4-d]pyrimidin-5-yl)benzoic acid (82 mg, 0.2 mmol) and 1H-indazol-6-amine (27 mg, 0.2 mmol) in 5 mL of DCM was added EDCI (80 mg, 0.6 mmol) followed by N-methylimidazole (50 mg, 0.6 mmol). The mixture was stirred at room temperature for 16 hours. The solvent was removed under reduced pressure. The residue was purified by column chromatography on silica gel eluting with EtOAc to give 3-(7-(3,4-dimethoxyphenylamino)thiazolo[5,4-d]pyrimidin-5... Starting materials: C1CCOC1, CCCCC(Sc1ccc(OCC(=O)OCC)c(C)c1)c1cccc(-c2ccc(C(F)(F)F)cc2)n1, CO, Cl, [Na+], [OH-]. The product is CCCCC(Sc1ccc(OCC(=O)O)c(C)c1)c1cccc(-c2ccc(C(F)(F)F)cc2)n1. RXN SMILES: [CH2:40]1[O:41][CH2:42][CH2:43][CH2:44]1.[CH3:1][c:2]1[c:3]([O:30][CH2:31][C:32](=[O:33])[O:34][CH2:35][CH3:36])[cH:4][cH:5][c:6]([S:8][CH:9]([CH2:10][CH2:11][CH2:12][CH3:13])[c:14]2[n:15][c:16](-[c:20]3[cH:21][cH:22][c:23]([C:26]([F:27])([F:28])[F:29])[cH:24][cH:25]3)[cH:17][cH:18][cH:19]2)[cH:7]1.[CH3:45][OH:46].[ClH:39].[Na+:38].[OH-:37]>>[CH3:1][c:2]1[c:3]([O:30][CH2:31][C:32](=[O:33])[OH:34])[cH:4][cH:5][c:6]([S:8][CH:9]([CH2:10][CH2:11][CH2:12][CH3:13])[c:14]2[n:15][c:16](-[c:20]3[cH:21][cH:22][c:23]([C:26]([F:27])([F:28])[F:29])[cH:24][cH:25]3)[cH:17][cH:18][cH:19]2)[cH:7]1.